Task: describe an organic reaction: reactants, conditions, products, and yield. Dataset: the Open Reaction Database (ORD), a public repository of structured organic reaction records Reactants: CC(C)(C)OC(=O)N1CCC(=O)CC1, ClCCl, CC(N)c1ccccn1. Yields the product CC(NC1CCN(C(=O)OC(C)(C)C)CC1)c1ccccn1. Reaction SMILES: [C:10](=[O:11])([O:12][C:13]([CH3:14])([CH3:15])[CH3:16])[N:17]1[CH2:18][CH2:19][C:20](=[O:23])[CH2:21][CH2:22]1.[Cl:24][CH2:25][Cl:26].[n:1]1[c:2]([CH:7]([CH3:8])[NH2:9])[cH:3][cH:4][cH:5][cH:6]1>>[n:1]1[c:2]([CH:7]([CH3:8])[NH:9][CH:20]2[CH2:19][CH2:18][N:17]([C:10](=[O:11])[O:12][C:13]([CH3:14])([CH3:15])[CH3:16])[CH2:22][CH2:21]2)[cH:3][cH:4][cH:5][cH:6]1. Starting materials: C(C)OC([C@H](C)NC(OCC1=CC=CC=C1)=O)OCC ((S)-benzyl 1,1-diethoxypropan-2-ylcarbamate). Run in CO (methanol). Conditions: time 2 hour. Yields the product C(C)OC([C@H](C)N)OCC ((S)-1,1-diethoxypropan-2-amine). The yield is 100.1%. RXN SMILES: [CH2:1]([O:3][CH:4]([O:18][CH2:19][CH3:20])[C@@H:5]([NH:7]C(=O)OCC1C=CC=CC=1)[CH3:6])[CH3:2]>CO>[CH2:1]([O:3][CH:4]([O:18][CH2:19][CH3:20])[C@@H:5]([NH2:7])[CH3:6])[CH3:2]. Procedure details: To a solution of (S)-benzyl 1,1-diethoxypropan-2-ylcarbamate (Compound XX-1) 844 mg (3.00 mmol) in methanol 50 ml, 5% palladium on carbon 30 mg was added and the mixture was stirred at room temperature for 2 hours under hydrogen atmosphere. The reaction mixture was filtered on celite and washed with methanol 200 ml and the mother solution was concentrated in vacuo to obtain the title compound 442 mg (1000). Yields the product COC(=O)c1ccc(OCc2ccccc2)cc1F. Reactants: BrCc1ccccc1, O=C([O-])[O-], CCOC(C)=O, COC(=O)c1ccc(O)cc1F, [K+], [K+], CN(C)C=O, O. RXN SMILES: [Br:19][CH2:20][c:21]1[cH:22][cH:23][cH:24][cH:25][cH:26]1.[C:13](=[O:14])([O-:15])[O-:16].[CH3:33][CH2:34][O:35][C:36](=[O:37])[CH3:38].[F:1][c:2]1[c:3]([C:4](=[O:5])[O:6][CH3:7])[cH:8][cH:9][c:10]([OH:12])[cH:11]1.[K+:17].[K+:18].[O:28]=[CH:29][N:30]([CH3:31])[CH3:32].[OH2:27]>>[F:1][c:2]1[c:3]([C:4](=[O:5])[O:6][CH3:7])[cH:8][cH:9][c:10]([O:12][CH2:20][c:21]2[cH:22][cH:23][cH:24][cH:25][cH:26]2)[cH:11]1. The reactants are O=C(O)c1cc(OCc2ccccc2)c(-c2ccccc2)c([N+](=O)[O-])c1, O=C(O)c1cc(OCc2ccsc2)c(-c2ccccc2)c([N+](=O)[O-])c1. The product is Nc1cc(C(=O)O)cc(OCc2ccsc2)c1-c1ccccc1. Reaction SMILES: [CH2:1]([O:2][c:3]1[cH:4][c:5]([C:18]([OH:19])=[O:20])[cH:6][c:7]([N+:8]([O-:9])=[O:10])[c:11]1-[c:12]1[cH:13][cH:14][cH:15][cH:16][cH:17]1)[c:21]1[cH:22][cH:23][cH:24][cH:25][cH:26]1.[N+:27]([O-:28])(=[O:29])[c:30]1[c:31](-[c:46]2[cH:47][cH:48][cH:49][cH:50][cH:51]2)[c:32]([O:39][CH2:40][c:41]2[cH:42][s:43][cH:44][cH:45]2)[cH:33][c:34]([C:35](=[O:36])[OH:37])[cH:38]1>>[NH2:27][c:30]1[c:31](-[c:46]2[cH:47][cH:48][cH:49][cH:50][cH:51]2)[c:32]([O:39][CH2:40][c:41]2[cH:42][s:43][cH:44][cH:45]2)[cH:33][c:34]([C:35](=[O:36])[OH:37])[cH:38]1. Run at time 5 minute. As a reaction SMILES: C([O:5][C:6](=[O:43])[CH2:7][C@@H:8]([CH2:28][C:29]1[N:30]=[C:31]([NH:34][C:35]([O:37][CH2:38][C:39]([Cl:42])([Cl:41])[Cl:40])=[O:36])[S:32][CH:33]=1)[C:9](N[C@@H](CC1CCCCC1)[C@@H](O)[C@@H](O)CC(C)C)=[O:10])(C)(C)C.[OH2:44].OO.O.[OH-].[Li+]>C1COCC1>[Cl:40][C:39]([Cl:42])([Cl:41])[CH2:38][O:37][C:35]([NH:34][C:31]1[S:32][CH:33]=[C:29]([CH2:28][C@H:8]([CH2:7][C:6]([OH:5])=[O:43])[C:9]([OH:10])=[O:44])[N:30]=1)=[O:36] |f:3.4.5|. The reactants are ( f ), O (H2O), amido, C(C)(C)(C)OC(C[C@H](C(=O)N[C@H]([C@H]([C@H](CC(C)C)O)O)CC1CCCCC1)CC=1N=C(SC1)NC(=O)OCC(Cl)(Cl)Cl)=O (4-{[1(S)-(cyclohexylmethyl)-2(R),3(S)-dihydroxy-5-methylhexyl]amino}-4-oxo-3(R)-{{2-[(2,2,2-trichloroethoxy)carbonylamino]-4-thiazolyl}methyl}butanoic acid tert-butyl ester), aqueous solution, OO (H2O2), O.[OH-].[Li+] (lithium hydroxide monohydrate). Procedure: The protected amido acid, 4-{[1(S)-(cyclohexylmethyl)-2(R),3(S)-dihydroxy-5-methylhexyl]amino}-4-oxo-3(R)-{{2-[(2,2,2-trichloroethoxy)carbonylamino]-4-thiazolyl}methyl}butanoic acid tert-butyl ester: A solution of the product of section (f) of this example (57.5 mg, 0.10 mmol) in THF (1.5 mL) and H2O (0.5 mL) was cooled to 0°. A 30% aqueous solution of H2O2 (91.3 μL, 0.80 mmol of H2O2) and lithium hydroxide monohydrate (8.5 mg, 0.20 mmol) were added serially to the cooled solution. The mixture w... The product is 4-tert-butyl ester, ClC(COC(=O)NC=1SC=C(N1)C[C@@H](C(=O)O)CC(=O)O)(Cl)Cl (2(R)-{{2-[(2,2,2-trichloroethoxy)carbonylamino]-4-thiazolyl}-methyl}butanedioic acid). The solvent is C1CCOC1 (THF). Starting materials: Cl, CC(C)(C)OC(=O)N1CCC(C(=O)NCC(=O)Nc2cccc(C(F)(F)F)c2)C1, C1COCCO1, C1COCCO1. Product: Cl, O=C(CNC(=O)C1CCNC1)Nc1cccc(C(F)(F)F)c1. As a reaction SMILES: [ClH:30].[O:1]=[C:2]([CH2:3][NH:4][C:5](=[O:6])[CH:7]1[CH2:8][N:9]([C:12]([O:13][C:14]([CH3:15])([CH3:16])[CH3:17])=[O:18])[CH2:10][CH2:11]1)[NH:19][c:20]1[cH:21][c:22]([C:26]([F:27])([F:28])[F:29])[cH:23][cH:24][cH:25]1.[O:31]1[CH2:32][CH2:33][O:34][CH2:35][CH2:36]1.[O:37]1[CH2:38][CH2:39][O:40][CH2:41][CH2:42]1>>[ClH:30].[O:1]=[C:2]([CH2:3][NH:4][C:5](=[O:6])[CH:7]1[CH2:8][NH:9][CH2:10][CH2:11]1)[NH:19][c:20]1[cH:21][c:22]([C:26]([F:27])([F:28])[F:29])[cH:23][cH:24][cH:25]1.